describe an organic reaction: reactants, conditions, products, and yield From a dataset of the Open Reaction Database (ORD), a public repository of structured organic reaction records. The reactants are [OH-].[Na+] (sodium hydroxide), C(C1=CC=CC=C1)(=O)NC1=C(C(=O)O)C=C(C=C1)C(=O)C1=NC(=C2N1C=CC=C2)C2=CC=C(C=C2)OC (2-benzoylamino-5-{[1-(4-methoxyphenyl)-imidazo[1,5-a]pyridin-3-yl]carbonyl}benzoic acid), S(=O)(=O)(O)[O-].[K+] (potassium hydrogensulfate). The solvent is O1CCOCC1 (dioxane), O1CCOCC1 (dioxane). The product is NC1=C(C(=O)O)C=C(C=C1)C(=O)C1=NC(=C2N1C=CC=C2)C2=CC=C(C=C2)OC (2-Amino-5-{[1-(4-methoxyphenyl)imidazo[1,5-a]pyridin-3-yl]carbonyl}benzoic acid). RXN SMILES: [OH-].[Na+].C([NH:11][C:12]1[CH:20]=[CH:19][C:18]([C:21]([C:23]2[N:27]3[CH:28]=[CH:29][CH:30]=[CH:31][C:26]3=[C:25]([C:32]3[CH:37]=[CH:36][C:35]([O:38][CH3:39])=[CH:34][CH:33]=3)[N:24]=2)=[O:22])=[CH:17][C:13]=1[C:14]([OH:16])=[O:15])(=O)C1C=CC=CC=1.S([O-])(O)(=O)=O.[K+]>O1CCOCC1>[NH2:11][C:12]1[CH:20]=[CH:19][C:18]([C:21]([C:23]2[N:27]3[CH:28]=[CH:29][CH:30]=[CH:31][C:26]3=[C:25]([C:32]3[CH:33]=[CH:34][C:35]([O:38][CH3:39])=[CH:36][CH:37]=3)[N:24]=2)=[O:22])=[CH:17][C:13]=1[C:14]([OH:16])=[O:15] |f:0.1,3.4|. Reported procedure: 1.2 g of sodium hydroxide pellets are added to 0.259 g (0.5 mmol) of 2-benzoylamino-5-{[1-(4-methoxyphenyl)-imidazo[1,5-a]pyridin-3-yl]carbonyl}benzoic acid obtained in example 155 in solution in 25 ml of dioxane. The mixture is heated at reflux for 48 hours. The reaction medium is allowed to return to ambient temperature. The medium is taken up in dioxane and then acidified with potassium hydrogensulfate. The precipitate formed is filtered off, then rinsed with water and dried. 0.162 g of a yel... Reaction conditions: time 4 hour. Reported procedure: To a stirred mixture of 3-amino-4-methoxypyridine (2.01 g, 16.2 mmol) and NaHCO3 (4.08 g, 48.6 mmol) in CHCl3 and water (1:1, 50 mL) at 4° C. was added thiophosgene (1.5 mL, 19.6 mmol) dropwise. After completion of the addition, the ice bath was removed. The mixture was stirred for 4 hours, the organic layer was separated, and the aqueous layer was extracted with CH2Cl2. The combined organic phases were washed with water, dried over Na2SO4, filtered, and concentrated to give the title compound a... The reactants are NC=1C=NC=CC1OC (3-amino-4-methoxypyridine), C(=O)(O)[O-].[Na+] (NaHCO3), C(=S)(Cl)Cl (thiophosgene). As a reaction SMILES: [NH2:1][C:2]1[CH:3]=[N:4][CH:5]=[CH:6][C:7]=1[O:8][CH3:9].C([O-])(O)=O.[Na+].[C:15](Cl)(Cl)=[S:16]>C(Cl)(Cl)Cl.O>[N:1]([C:2]1[CH:3]=[N:4][CH:5]=[CH:6][C:7]=1[O:8][CH3:9])=[C:15]=[S:16] |f:1.2|. Solvent: C(Cl)(Cl)Cl (CHCl3), O (water). Yields the product N(=C=S)C=1C=NC=CC1OC (3-Isothiocyanato-4-methoxy-pyridine). The reactants are COc1cc(C(C)=O)ccc1OCCCCl, CC(C)CCC(=O)[O-], CCO, O=C(c1ccc(F)cc1)C1(O)CCNCC1, [Na+], [Na+], O=C([O-])[O-]. Product: Cl, COc1cc(C(C)=O)ccc1OCCCN1CCC(O)(C(=O)c2ccc(F)cc2)CC1. Reaction SMILES: [C:17]([CH3:18])(=[O:19])[c:20]1[cH:21][c:22]([O:31][CH3:32])[c:23]([O:24][CH2:25][CH2:26][CH2:27][Cl:28])[cH:29][cH:30]1.[CH2:42]([CH2:43][C:44]([O-:45])=[O:46])[CH:47]([CH3:48])[CH3:49].[CH3:39][CH2:40][OH:41].[F:1][c:2]1[cH:3][cH:4][c:5]([C:6](=[O:7])[C:8]2([OH:14])[CH2:9][CH2:10][NH:11][CH2:12][CH2:13]2)[cH:15][cH:16]1.[Na+:33].[Na+:34].[O-:35][C:36](=[O:37])[O-:38]>>[ClH:28].[F:1][c:2]1[cH:3][cH:4][c:5]([C:6](=[O:7])[C:8]2([OH:14])[CH2:9][CH2:10][N:11]([CH2:27][CH2:26][CH2:25][O:24][c:23]3[c:22]([O:31][CH3:32])[cH:21][c:20]([C:17]([CH3:18])=[O:19])[cH:30][cH:29]3)[CH2:12][CH2:13]2)[cH:15][cH:16]1.